Dataset: the Open Reaction Database (ORD), a public repository of structured organic reaction records. Task: describe an organic reaction: reactants, conditions, products, and yield The reactants are Cl (hydrogen chloride), C(C)(C)(C)OC(=O)N1[C@H](C[C@H](C1)OCCC(C)C)[C@@H]1[C@@H](N(C(O1)(C)C)C(C)=O)CC1=CC(=CC(=C1)F)F ((2R,4R)-2-[(4S,5S)-3-acetyl-4-(3,5-difluoro-benzyl)-2,2-dimethyl-oxazolidin-5-yl]-4-(3-methyl-butoxy)-pyrrolidine-1-carboxylic acid tert-butyl ester). Run in O1CCOCC1 (dioxane). Reaction conditions: time 2 hour. The product is Cl.FC=1C=C(C[C@@H]([C@@H]([C@@H]2NC[C@@H](C2)OCCC(C)C)O)NC(C)=O)C=C(C1)F (N-{(1S,2R)-1-(3,5-Difluoro-benzyl)-2-hydroxy-2-[(2R,4R)-4-(3-methyl-butoxy)-pyrrolidin-2-yl]-ethyl}-acetamide hydrochloride). Yield: 100.0%. RXN SMILES: [ClH:1].C(OC([N:9]1[CH2:13][C@H:12]([O:14][CH2:15][CH2:16][CH:17]([CH3:19])[CH3:18])[CH2:11][C@@H:10]1[C@H:20]1[O:24]C(C)(C)[N:22]([C:27](=[O:29])[CH3:28])[C@H:21]1[CH2:30][C:31]1[CH:36]=[C:35]([F:37])[CH:34]=[C:33]([F:38])[CH:32]=1)=O)(C)(C)C>O1CCOCC1>[ClH:1].[F:37][C:35]1[CH:36]=[C:31]([CH:32]=[C:33]([F:38])[CH:34]=1)[CH2:30][C@H:21]([NH:22][C:27](=[O:29])[CH3:28])[C@H:20]([OH:24])[C@H:10]1[CH2:11][C@@H:12]([O:14][CH2:15][CH2:16][CH:17]([CH3:18])[CH3:19])[CH2:13][NH:9]1 |f:3.4|. Procedure: Add 4M hydrogen chloride in dioxane (8 mL) to (2R,4R)-2-[(4S,5S)-3-acetyl-4-(3,5-difluoro-benzyl)-2,2-dimethyl-oxazolidin-5-yl]-4-(3-methyl-butoxy)-pyrrolidine-1-carboxylic acid tert-butyl ester (0.079 g, 0.15 mmol). Stir 2 hours and evaporate to give the title compound as a foam (0.089 g, 100%). Reactants: OC1=CC(OC2=CC=CC=C12)=O (4-hydroxycoumarin), C=1C=CC(=CC1)[C@@H]2[C@H](O2)C=3C=CC=CC3 (trans-stilbene oxide), B(F)(F)F.CCOCC (boron trifluoride etherate). The solvent is O1CCOCC1 (dioxane). Run at time 8 hour. The product is C1(=CC=CC=C1)C(=CC1=CC=CC=C1)C=1C(OC2=CC=CC=C2C1O)=O (3-(1,2-Diphenylethenyl)4-hydroxycoumarin). Reaction SMILES: [OH:1][C:2]1[C:11]2[C:6](=[CH:7][CH:8]=[CH:9][CH:10]=2)[O:5][C:4](=[O:12])[CH:3]=1.[CH:13]1[CH:14]=[CH:15][C:16]([C@H:19]2O[C@@H:20]2[C:22]2[CH:23]=[CH:24][CH:25]=[CH:26][CH:27]=2)=[CH:17][CH:18]=1.B(F)(F)F.CCOCC>O1CCOCC1>[C:16]1([C:19]([C:3]2[C:4](=[O:12])[O:5][C:6]3[C:11]([C:2]=2[OH:1])=[CH:10][CH:9]=[CH:8][CH:7]=3)=[CH:20][C:22]2[CH:27]=[CH:26][CH:25]=[CH:24][CH:23]=2)[CH:17]=[CH:18][CH:13]=[CH:14][CH:15]=1 |f:2.3|. Reported procedure: To a flame-dried flask containing a mixture of 650 mg of 4-hydroxycoumarin and 1.0 g of commercially available trans-stilbene oxide in 20 mL of dioxane under an argon atmosphere is added 2.5 mL of boron trifluoride etherate. The resulting yellow solution is left to stir at room temperature overnight. The volatiles are removed and the residue is partioned between diethyl ether and 1N sodium hydroxide. The basic aqueous phase is washed with diethyl ether and acidified to pH=1 with 6N hydrochloric ... Procedure details: Prepared from 6,7-methylenedioxy-1-oxo-1,2,3,4-tetrahydroisoquinoline and N-[3-(3-methyl-phenoxy)-propyl]-3-chloromethylhexahydro-azepine analogously to Example 2. Starting materials: C1OC=2C=C3CCNC(C3=CC2O1)=O (6,7-methylenedioxy-1-oxo-1,2,3,4-tetrahydroisoquinoline), CC=1C=C(OCCCN2CC(CCCC2)CCl)C=CC1 (N-[3-(3-methyl-phenoxy)-propyl]-3-chloromethylhexahydro-azepine). The product is Cl.CC=1C=C(OCCCN2CC(CCCC2)CN2C(C3=CC4=C(C=C3CC2)OCO4)=O)C=CC1 (2-[(N-(3-(3-Methyl-phenoxy)-propyl)-hexahydro-azepin-3-yl)methyl]-6,7-methylenedioxy-1-oxo-1,2.3,4-tetrahydro-isoquinolinehydrochloride). RXN SMILES: [CH2:1]1[O:13][C:12]2[CH:11]=[C:10]3[C:5]([CH2:6][CH2:7][NH:8][C:9]3=[O:14])=[CH:4][C:3]=2[O:2]1.[CH3:15][C:16]1[CH:17]=[C:18]([CH:32]=[CH:33][CH:34]=1)[O:19][CH2:20][CH2:21][CH2:22][N:23]1[CH2:29][CH2:28][CH2:27][CH2:26][CH:25]([CH2:30][Cl:31])[CH2:24]1>>[ClH:31].[CH3:15][C:16]1[CH:17]=[C:18]([CH:32]=[CH:33][CH:34]=1)[O:19][CH2:20][CH2:21][CH2:22][N:23]1[CH2:29][CH2:28][CH2:27][CH2:26][CH:25]([CH2:30][N:8]2[CH2:7][CH2:6][C:5]3[C:10](=[CH:11][C:12]4[O:13][CH2:1][O:2][C:3]=4[CH:4]=3)[C:9]2=[O:14])[CH2:24]1 |f:2.3|. Procedure details: ethyl 4,6-dichloronicotinate (17 g) is boiled for 4 hours with 24% sulfuric acid (400 ml). The white crystals that separate are filtered from the boiling solution and 4-chloro-6-hydroxynicotinic acid (6 g, m.p. 299°-300° C.) is obtained; the acidic solution is left overnight in the refrigerator. The crystallized solid is collected by filtration and dried under vacuum, thus obtaining 6-chloro-4-hydroxynicotinic acid (4.6 g) m.p. 231°-233° C. The product is ClC1=CC(=NC=C1C(=O)O)O (4-chloro-6-hydroxynicotinic acid). As a reaction SMILES: [Cl:1][C:2]1[C:7]([C:8]([O:10]CC)=[O:9])=[CH:6][N:5]=[C:4](Cl)[CH:3]=1.S(=O)(=O)(O)[OH:15]>>[Cl:1][C:2]1[C:7]([C:8]([OH:10])=[O:9])=[CH:6][N:5]=[C:4]([OH:15])[CH:3]=1. The reactants are ClC1=CC(=NC=C1C(=O)OCC)Cl (ethyl 4,6-dichloronicotinate), S(O)(O)(=O)=O (sulfuric acid).